This data is from the Open Reaction Database (ORD), a public repository of structured organic reaction records. The task is: describe an organic reaction: reactants, conditions, products, and yield The reactants are COc1ccc2ccccc2c1C(=O)[O-], CO, COC(=O)c1c(OC)ccc2ccccc12, Cl, [Na+], [Na+], [OH-], O. Yields the product COc1ccc2ccccc2c1C(=O)O. As a reaction SMILES: [CH3:19][O:20][c:21]1[cH:22][cH:23][c:24]2[c:25]([cH:26][cH:27][cH:28][cH:29]2)[c:30]1[C:31]([O-:32])=[O:33].[CH3:36][OH:37].[CH3:3][O:4][c:5]1[c:6]([C:15](=[O:16])[O:17][CH3:18])[c:7]2[cH:8][cH:9][cH:10][cH:11][c:12]2[cH:13][cH:14]1.[ClH:35].[Na+:2].[Na+:34].[OH-:1].[OH2:38]>>[CH3:3][O:4][c:5]1[c:6]([C:15](=[O:16])[OH:17])[c:7]2[cH:8][cH:9][cH:10][cH:11][c:12]2[cH:13][cH:14]1. Reactants: CC1=C(C=CC(=C1)C)C#C (2,4-dimethylphenylacetylene), ClC1=CC=C(CS)C=C1 (4-chlorobenzyl mercaptan), [Na] (sodium). Product: CC1=C(\C=C/C(C2=CC=C(C=C2)Cl)SC(C2=CC=C(C=C2)Cl)\C=C/C2=C(C=C(C=C2)C)C)C=CC(=C1)C ((Z)-2,4-dimethylstyryl-4-chlorobenzylsulfide). RXN SMILES: [CH3:1][C:2]1[CH:7]=[C:6]([CH3:8])[CH:5]=[CH:4][C:3]=1[C:9]#[CH:10].[Cl:11][C:12]1[CH:19]=[CH:18][C:15]([CH2:16][SH:17])=[CH:14][CH:13]=1.[Na]>>[CH3:1][C:2]1[CH:7]=[C:6]([CH3:8])[CH:5]=[CH:4][C:3]=1/[CH:9]=[CH:10]\[CH:16]([S:17][CH:16](/[CH:10]=[CH:9]\[C:3]1[CH:4]=[CH:5][C:6]([CH3:8])=[CH:7][C:2]=1[CH3:1])[C:15]1[CH:18]=[CH:19][C:12]([Cl:11])=[CH:13][CH:14]=1)[C:15]1[CH:18]=[CH:19][C:12]([Cl:11])=[CH:13][CH:14]=1 |^1:19|. Procedure: A solution of 2,4-dimethylphenylacetylene (0.02 mol), 4-chlorobenzyl mercaptan (0.02 mol) and metallic sodium (0.02 g atom) is subjected to the General Procedure to form (Z)-2,4-dimethylstyryl-4-chlorobenzylsulfide. The title compound is obtained following oxidation of the sulfide, according to the General Procedure. Reactants: C(C)(=O)C(CCCC=C)C1=NC(=C2C(NC(=NN21)CC2=CC(=C(C=C2)OC)OC)=O)C (7-(1-acetyl-5-hexenyl)-2-(3,4-dimethoxylbenzyl)-5-methylimidazo[5,1-f][1,2,4]triazin-4(3H)-one), [BH4-].[Na+] (sodium borohydride). The product is COC=1C=C(CC2=NN3C(C(N2)=O)=C(N=C3C(CCCC=C)C(C)O)C)C=CC1OC (2-(3,4-dimethoxybenzyl)-7-[1-(1-hydroxyethyl)-5-hexenyl]-5-methylimidazo[5,1-f][1,2,4]triazin-4(3H)-one). As a reaction SMILES: [C:1]([CH:4]([C:10]1[N:18]2[C:13]([C:14](=[O:30])[NH:15][C:16]([CH2:19][C:20]3[CH:25]=[CH:24][C:23]([O:26][CH3:27])=[C:22]([O:28][CH3:29])[CH:21]=3)=[N:17]2)=[C:12]([CH3:31])[N:11]=1)[CH2:5][CH2:6][CH2:7][CH:8]=[CH2:9])(=[O:3])[CH3:2].[BH4-].[Na+]>>[CH3:29][O:28][C:22]1[CH:21]=[C:20]([CH:25]=[CH:24][C:23]=1[O:26][CH3:27])[CH2:19][C:16]1[NH:15][C:14](=[O:30])[C:13]2=[C:12]([CH3:31])[N:11]=[C:10]([CH:4]([CH:1]([OH:3])[CH3:2])[CH2:5][CH2:6][CH2:7][CH:8]=[CH2:9])[N:18]2[N:17]=1 |f:1.2|. Reported procedure: 90 mg (0.20 mmol) of 7-(1-acetyl-5-hexenyl)-2-(3,4-dimethoxylbenzyl)-5-methylimidazo[5,1-f][1,2,4]triazin-4(3H)-one (Example 7) are reacted analogously to Example 8 with 8 mg (0.20 mmol) of sodium borohydride to give 2-(3,4-dimethoxybenzyl)-7-[1-(1-hydroxyethyl)-5-hexenyl]-5-methylimidazo[5,1-f][1,2,4]triazin-4(3H)-one. Procedure: To a solution of 3-(4-bromo-3,5-dimethylphenyl)propan-1-ol (250 mg) in dichloromethane (5 mL) is added at 0° C. 1,1-dihydro-1,1,1-triacetoxy-1,2-benziodoxol-3(1H)-on (Dess-Martin periodinan, 2.7 mL of a 15% solution in dichloromethane). The mixture is stirred for 12 hours at room temperature, cooled to 0° C. and 1,1-dihydro-1,1,1-triacetoxy-1,2-benziodoxol-3(1H)-on (Dess-Martin periodinan, 1.6 mL of a 15% solution in dichloromethane) is added. After stirring for 4 hours isopropanol (5 mL) is add... The product is BrC1=C(C=C(C=C1C)CCC=O)C (3-(4-Bromo-3,5-dimethylphenyl)propanal). Run at time 12 hour. Starting materials: 1,1-dihydro-1,1,1-triacetoxy-1,2-benziodoxol-3(1H)-on, CC(=O)OI1(C=2C=CC=CC2C(=O)O1)(OC(=O)C)OC(=O)C (Dess-Martin), solution, C(C)(C)O (isopropanol), solution, 1,1-dihydro-1,1,1-triacetoxy-1,2-benziodoxol-3(1H)-on, BrC1=C(C=C(C=C1C)CCCO)C (3-(4-bromo-3,5-dimethylphenyl)propan-1-ol), CC(=O)OI1(C=2C=CC=CC2C(=O)O1)(OC(=O)C)OC(=O)C (Dess-Martin). RXN SMILES: [Br:1][C:2]1[C:7]([CH3:8])=[CH:6][C:5]([CH2:9][CH2:10][CH2:11][OH:12])=[CH:4][C:3]=1[CH3:13].CC(OI1(OC(C)=O)(OC(C)=O)OC(=O)C2C=CC=CC1=2)=O.C(O)(C)C>ClCCl>[Br:1][C:2]1[C:7]([CH3:8])=[CH:6][C:5]([CH2:9][CH2:10][CH:11]=[O:12])=[CH:4][C:3]=1[CH3:13]. Run in ClCCl (dichloromethane), ClCCl (dichloromethane), ClCCl (dichloromethane).